Dataset: the Open Reaction Database (ORD), a public repository of structured organic reaction records. Task: describe an organic reaction: reactants, conditions, products, and yield Reactants: Cl.C1(=CC=CC=C1)COC(=O)NCCC1=CNC2=CC=C(C=C12)C(OCC)=N (Ethyl 3-[2-[[(phenylmethoxy)carbonyl]amino]ethyl]-1H-indole-5-carboximidate hydrochloride), N (ammonia). Product: O.Cl.NN=CC=1C=C2C(=CNC2=CC1)CCNC(OCC1=CC=CC=C1)=O (Phenylmethyl [2-[5-(aminoiminomethyl)-1H-indol-3-yl]ethyl]carbamate hydrochloride hydrate). As a reaction SMILES: [ClH:1].[C:2]1([CH2:8][O:9][C:10]([NH:12][CH2:13][CH2:14][C:15]2[C:23]3[C:18](=[CH:19][CH:20]=[C:21]([C:24](=[NH:28])OCC)[CH:22]=3)[NH:17][CH:16]=2)=[O:11])[CH:7]=[CH:6][CH:5]=[CH:4][CH:3]=1.[NH3:29]>>[OH2:9].[ClH:1].[NH2:29][N:28]=[CH:24][C:21]1[CH:22]=[C:23]2[C:18](=[CH:19][CH:20]=1)[NH:17][CH:16]=[C:15]2[CH2:14][CH2:13][NH:12][C:10](=[O:11])[O:9][CH2:8][C:2]1[CH:7]=[CH:6][CH:5]=[CH:4][CH:3]=1 |f:0.1,3.4.5|. Reported procedure: A solution of the product of Stage (i) (0.1 g) in methanolic ammonia solution (25 ml) was stirred at room temperature for 72 h. The mixture was reduced to dryness and the residual oil triturated with a mixture of ethyl acetate and ethanol to give the title compound as a powder (0.06 g), m.p. 248°-250°.